This data is from the Open Reaction Database (ORD), a public repository of structured organic reaction records. The task is: describe an organic reaction: reactants, conditions, products, and yield The reactants are C(=O)(O)C(CCN1C(=NC2=C1C=CC=C2C)COC2=CC=C(C=C2)Cl)C ((RS) 1-[3-carboxybutyl]-2-[(4-chlorophenoxy)methyl]-4-methylbenzimidazole), C(C1=CC=CC=C1)N (benzylamine), ON1N=NC2=C1C=CC=C2 (1-hydroxybenzotriazole), C1(CCCCC1)N=C=NC1CCCCC1 (dicyclohexylcarbodiimide). The solvent is CN(C=O)C (N,N-dimethylformamide). Conditions: time 64 hour. Yields the product C(C1=CC=CC=C1)NNC(=O)C(CCN1C(=NC2=C1C=CC=C2C)COC2=CC=C(C=C2)Cl)C ((RS) 1-[3-[[benzylaminoamino]carbonyl]butyl]-2-[(4-chlorophenoxy)methyl]-4-methylbenzimidazole). Yield: 106.9%. RXN SMILES: [C:1]([CH:4]([CH3:26])[CH2:5][CH2:6][N:7]1[C:11]2[CH:12]=[CH:13][CH:14]=[C:15]([CH3:16])[C:10]=2[N:9]=[C:8]1[CH2:17][O:18][C:19]1[CH:24]=[CH:23][C:22]([Cl:25])=[CH:21][CH:20]=1)(O)=[O:2].[CH2:27]([NH2:34])[C:28]1[CH:33]=[CH:32][CH:31]=[CH:30][CH:29]=1.O[N:36]1C2C=CC=CC=2N=N1.C1(N=C=NC2CCCCC2)CCCCC1>CN(C)C=O>[CH2:27]([NH:34][NH:36][C:1]([CH:4]([CH3:26])[CH2:5][CH2:6][N:7]1[C:11]2[CH:12]=[CH:13][CH:14]=[C:15]([CH3:16])[C:10]=2[N:9]=[C:8]1[CH2:17][O:18][C:19]1[CH:20]=[CH:21][C:22]([Cl:25])=[CH:23][CH:24]=1)=[O:2])[C:28]1[CH:33]=[CH:32][CH:31]=[CH:30][CH:29]=1. Procedure details: To a stirring solution of (RS) 1-[3-carboxybutyl]-2-[(4-chlorophenoxy)methyl]-4-methylbenzimidazole (0.500 g, 1.4 mmol) in N,N-dimethylformamide (40 ml) were added sequentially benzylamine (165 mg, 1.1 eq), 1-hydroxybenzotriazole (208 mg, 1.1 eq), and dicyclohexylcarbodiimide (317 mg, 1.1 eq). The resulting mixture was then stirred under a nitrogen atmosphere at room temperature for 64 hours. The reaction mixture was then filtered and the resulting filtrate was concentrated under reduced pressur... Starting materials: CNCCO (2-(methylamino)ethanol), C(=O)(OC(C)(C)C)OC(=O)[O-] (tert-butyl dicarbonate). Solvent: C(Cl)Cl (methylene chloride), C(Cl)Cl (methylene chloride). Run at time 16 hour. Yields the product CC(C)(C)OC(N(C)CCO)=O ((2-hydroxyethyl)methylcarbamic acid 1,1-dimethylethyl ester). Yield: 99.8%. RXN SMILES: [CH3:1][NH:2][CH2:3][CH2:4][OH:5].[C:6]([O:13]C([O-])=O)([O:8][C:9]([CH3:12])([CH3:11])[CH3:10])=O>C(Cl)Cl>[CH3:12][C:9]([O:8][C:6](=[O:13])[N:2]([CH2:3][CH2:4][OH:5])[CH3:1])([CH3:10])[CH3:11]. Procedure details: A mixture of 2-(methylamino)ethanol (5.2 g, 69.2 mmol) and tert-butyl dicarbonate (15.8 g, 72.7 mmol) in methylene chloride (200 mL) was stirred at room temperature for 16 hours. The reaction mixture was diluted with methylene chloride, and the organic layer was then washed with water, dried over MgSO4 and concentrated under reduced pressure. The resulting residue was purified by silica gel column chromatography to give (2-hydroxyethyl)methylcarbamic acid 1,1-dimethylethyl ester (12.1 g, yield 1... The reactants are C(C)OC1=C(C(=O)Cl)C=CC=C1 (2-ethoxybenzoyl chloride), NC=1C(=NC=CC1C#N)C(=O)N (3-amino-4-cyanopyridine-2-carboxamide). The product is C(#N)C1=C(C(=NC=C1)C(=O)N)NC(C1=C(C=CC=C1)OCC)=O (4-Cyano-3-(2-ethoxybenzoylamino)pyridine-2-carboxamide), solid. Yield: 6.2%. Reaction SMILES: [CH2:1]([O:3][C:4]1[CH:12]=[CH:11][CH:10]=[CH:9][C:5]=1[C:6](Cl)=[O:7])[CH3:2].[NH2:13][C:14]1[C:15]([C:22]([NH2:24])=[O:23])=[N:16][CH:17]=[CH:18][C:19]=1[C:20]#[N:21]>>[C:20]([C:19]1[CH:18]=[CH:17][N:16]=[C:15]([C:22]([NH2:24])=[O:23])[C:14]=1[NH:13][C:6](=[O:7])[C:5]1[CH:9]=[CH:10][CH:11]=[CH:12][C:4]=1[O:3][CH2:1][CH3:2])#[N:21]. Reported procedure: The title compound was prepared from 2-ethoxybenzoyl chloride and 3-amino-4-cyanopyridine-2-carboxamide (Preparation 12), following the procedure of Preparation 7, and was obtained as a colourless solid (6.2%), m.p. 150-152° C. The reactants are ClC1=NC=2C=CC=CC2C2=C1N=C(N2CCC2CCN(CC2)C(=O)OC(C)(C)C)C2=CC=C(C=C2)SC (tert-butyl 4-[2-[4-chloro-2-(4-methylthio-phenyl)-1H-imidazo[4,5-c]quinolin-1-yl]ethyl]-1-piperidinecarboxylate), I(=O)(=O)(=O)[O-].[Na+] (sodium periodate). Run in O1CCOCC1 (1,4-dioxane), O (water). Run at temperature 50 celsius, time 13 hour. The product is ClC1=NC=2C=CC=CC2C2=C1N=C(N2CCC2CCN(CC2)C(=O)OC(C)(C)C)C2=CC=C(C=C2)S(=O)C (tert-Butyl 4-[2-[4-chloro-2-(4-methanesulfinylphenyl)-1H-imidazo[4,5-c]-quinolin-1-yl]ethyl]-1-piperidinecarboxylate). Yield: 72.4%. Reaction SMILES: [Cl:1][C:2]1[C:11]2[N:12]=[C:13]([C:30]3[CH:35]=[CH:34][C:33]([S:36][CH3:37])=[CH:32][CH:31]=3)[N:14]([CH2:15][CH2:16][CH:17]3[CH2:22][CH2:21][N:20]([C:23]([O:25][C:26]([CH3:29])([CH3:28])[CH3:27])=[O:24])[CH2:19][CH2:18]3)[C:10]=2[C:9]2[CH:8]=[CH:7][CH:6]=[CH:5][C:4]=2[N:3]=1.I([O-])(=O)(=O)=[O:39].[Na+]>O1CCOCC1.O>[Cl:1][C:2]1[C:11]2[N:12]=[C:13]([C:30]3[CH:35]=[CH:34][C:33]([S:36]([CH3:37])=[O:39])=[CH:32][CH:31]=3)[N:14]([CH2:15][CH2:16][CH:17]3[CH2:22][CH2:21][N:20]([C:23]([O:25][C:26]([CH3:29])([CH3:28])[CH3:27])=[O:24])[CH2:19][CH2:18]3)[C:10]=2[C:9]2[CH:8]=[CH:7][CH:6]=[CH:5][C:4]=2[N:3]=1 |f:1.2|. Procedure details: To a suspension of 0.63 g of tert-butyl 4-[2-[4-chloro-2-(4-methylthio-phenyl)-1H-imidazo[4,5-c]quinolin-1-yl]ethyl]-1-piperidinecarboxylate in 18 ml of 1,4-dioxane, a solution of 0.38 g of sodium periodate in 6 ml of water was added dropwise, and the mixture was stirred at 50° C. for 13 hours. The reaction solution was concentrated, and the residue was purified by silica gel column chromatography using 1,2-dichloroethane—methanol (10:1) as an eluting solvent to give 0.47 g of a colorless solid.... Starting materials: CC1=C(CNC=2C=C3C(NC(=NC3=CC2F)N2N=CC(=C2)C(=O)OCC)=O)C(=CC=C1)C (ethyl 1-(6-((2,6-dimethylbenzyl)amino)-7-fluoro-4-oxo-3,4-dihydroquinazolin-2-yl)-1H-pyrazole-4-carboxylate), N1CCOCC1 (morpholine). Yields the product CC1=C(CNC=2C=C3C(=NC(=NC3=CC2F)N2N=CC(=C2)C(=O)O)N2CCOCC2)C(=CC=C1)C (1-(6-((2,6-Dimethylbenzyl)amino)-7-fluoro-4-morpholinoquinazolin-2-yl)-1H-pyrazole-4-carboxylic acid). As a reaction SMILES: [CH3:1][C:2]1[CH:31]=[CH:30][CH:29]=[C:28]([CH3:32])[C:3]=1[CH2:4][NH:5][C:6]1[CH:7]=[C:8]2[C:13](=[CH:14][C:15]=1[F:16])[N:12]=[C:11]([N:17]1[CH:21]=[C:20]([C:22]([O:24]CC)=[O:23])[CH:19]=[N:18]1)[NH:10][C:9]2=O.[NH:33]1[CH2:38][CH2:37][O:36][CH2:35][CH2:34]1>>[CH3:1][C:2]1[CH:31]=[CH:30][CH:29]=[C:28]([CH3:32])[C:3]=1[CH2:4][NH:5][C:6]1[CH:7]=[C:8]2[C:13](=[CH:14][C:15]=1[F:16])[N:12]=[C:11]([N:17]1[CH:21]=[C:20]([C:22]([OH:24])=[O:23])[CH:19]=[N:18]1)[N:10]=[C:9]2[N:33]1[CH2:38][CH2:37][O:36][CH2:35][CH2:34]1. Reported procedure: The above compound may be made analogous to Example 1 using ethyl 1-(6-((2,6-dimethylbenzyl)amino)-7-fluoro-4-oxo-3,4-dihydroquinazolin-2-yl)-1H-pyrazole-4-carboxylate in step D and morpholine in step E. MS (ESI): predicted mass calcd. for C25H25FN6O3, 476.2 Solvent: C1CCOC1 (THF), C1CCOC1 (THF). Procedure details: To a suspension of methyl triphenylphosphonium bromide (357 mg, 1 mmol) in THF (10 mL) at −78° C. is added dropwise KHMDS (1 mmol, 2 mL of 0.5M solution). To this yellow solution is added dropwise a solution of 1-benzenesulfonylpyrrolidine-2-carbaldehyde (235 mg, 1 mmol) in THF (1 mL). The mixture is stirred at −78° C. for 2 h then is allowed to warm to RT. The mixture is poured into 1N HCl and extracted with EtOAc. The organic phase is washed with brine and dried over magnesium sulfate then the... Reagents/catalysts: [Br-].C[P+](C1=CC=CC=C1)(C1=CC=CC=C1)C1=CC=CC=C1 (methyl triphenylphosphonium bromide). Reaction conditions: temperature -78 celsius, time 2 hour. Product: C1(=CC=CC=C1)S(=O)(=O)N1C(CCC1)C=C (1-Benzenesulfonyl-2-vinylpyrrolidine). RXN SMILES: [CH3:1][Si]([N-][Si](C)(C)C)(C)C.[K+].[C:11]1([S:17]([N:20]2[CH2:24][CH2:23][CH2:22][CH:21]2[CH:25]=O)(=[O:19])=[O:18])[CH:16]=[CH:15][CH:14]=[CH:13][CH:12]=1.Cl>[Br-].C[P+](C1C=CC=CC=1)(C1C=CC=CC=1)C1C=CC=CC=1.C1COCC1>[C:11]1([S:17]([N:20]2[CH2:24][CH2:23][CH2:22][CH:21]2[CH:25]=[CH2:1])(=[O:19])=[O:18])[CH:16]=[CH:15][CH:14]=[CH:13][CH:12]=1 |f:0.1,4.5|. The reactants are C1(=CC=CC=C1)S(=O)(=O)N1C(CCC1)C=O (1-benzenesulfonylpyrrolidine-2-carbaldehyde), C[Si](C)(C)[N-][Si](C)(C)C.[K+] (KHMDS), Cl (HCl). The reactants are CO, Cn1nc(-c2cc([N+](=O)[O-])c(Cl)cc2Cl)cc1OC(F)F, [H][H], C1CCOC1. The product is Cn1nc(-c2cc(N)c(Cl)cc2Cl)cc1OC(F)F. RXN SMILES: [CH3:29][OH:30].[Cl:1][c:2]1[c:3]([N+:19]([O-:20])=[O:21])[cH:4][c:5](-[c:9]2[n:10][n:11]([CH3:18])[c:12]([O:14][CH:15]([F:16])[F:17])[cH:13]2)[c:6]([Cl:8])[cH:7]1.[H:22][H:23].[O:24]1[CH2:25][CH2:26][CH2:27][CH2:28]1>>[Cl:1][c:2]1[c:3]([NH2:19])[cH:4][c:5](-[c:9]2[n:10][n:11]([CH3:18])[c:12]([O:14][CH:15]([F:16])[F:17])[cH:13]2)[c:6]([Cl:8])[cH:7]1. Reaction SMILES: [Cl:1][C:2]1[C:9]([CH3:10])=[C:8]([N:11]2[C@H:15]([C:16]([F:19])([F:18])[F:17])[C@@H:14]3[C@H:20]([OH:23])[CH2:21][CH2:22][N:13]3[C:12]2=[O:24])[CH:7]=[CH:6][C:3]=1[C:4]#[N:5].CC(OI1(OC(C)=O)(OC(C)=O)OC(=O)C2C=CC=CC1=2)=O.[O-]S([O-])(=S)=O.[Na+].[Na+].C([O-])(O)=O.[Na+]>C(Cl)Cl>[Cl:1][C:2]1[C:9]([CH3:10])=[C:8]([N:11]2[C@H:15]([C:16]([F:18])([F:19])[F:17])[C@@H:14]3[C:20](=[O:23])[CH2:21][CH2:22][N:13]3[C:12]2=[O:24])[CH:7]=[CH:6][C:3]=1[C:4]#[N:5] |f:2.3.4,5.6|. Product: ClC1=C(C#N)C=CC(=C1C)N1C(N2[C@H]([C@H]1C(F)(F)F)C(CC2)=O)=O ((1S,7aR)-2-Chloro-4-(1-trifluoromethyl-3,7-dioxo-hexahydro-pyrrolo[1,2-c]imidazol-2-yl)-3-methyl-benzonitrile). Reported procedure: To 66E (100 mg, 0.279 mmol) in CH2Cl2 was added Dess-Martin periodinane (236 mg, 0.556 mmol) and the reaction was stirred at rt overnight. Saturated aqueous Na2S2O3 and NaHCO3 were added and the whole was stirred vigorously for 0.5 h. The layers were separated, the organic layer was washed with a mixture of saturated aqueous Na2S2O3 and NaHCO3 followed by brine, dried (MgSO4), and was then filtered and concentrated to obtain the title compound (96.0 mg) as a white film. Starting materials: ClC1=C(C#N)C=CC(=C1C)N1C(N2[C@H]([C@H]1C(F)(F)F)[C@@H](CC2)O)=O ((1S,7R,7aR)-2-Chloro-4-(7-hydroxy-1-trifluoromethyl-3-oxohexahydropyrrolo[1,2-c]imidazol-2-yl)-3-methylbenzonitrile), CC(=O)OI1(C=2C=CC=CC2C(=O)O1)(OC(=O)C)OC(=O)C (Dess-Martin periodinane), [O-]S(=O)(=S)[O-].[Na+].[Na+] (Na2S2O3), C(=O)(O)[O-].[Na+] (NaHCO3). Run in C(Cl)Cl (CH2Cl2). Conditions: time 8 hour. The yield is 96.2%. Reactants: CCCCOCCOc1ccc(-c2ccc3c(c2)C=C(C(=O)Nc2ccc(SCc4ccc(C)nc4)cc2)CCN3CC(C)C)cc1, ClCCl, O=C(OO)c1cccc(Cl)c1, [Na+], [Na+], O=S([O-])([O-])=S. Product: CCCCOCCOc1ccc(-c2ccc3c(c2)C=C(C(=O)Nc2ccc(S(=O)Cc4ccc(C)nc4)cc2)CCN3CC(C)C)cc1. Reaction SMILES: [CH2:1]([CH2:2][CH2:3][CH3:4])[O:5][CH2:6][CH2:7][O:8][c:9]1[cH:10][cH:11][c:12](-[c:15]2[cH:16][cH:17][c:18]3[c:19]([cH:47]2)[CH:20]=[C:21]([C:29](=[O:30])[NH:31][c:32]2[cH:33][cH:34][c:35]([S:38][CH2:39][c:40]4[cH:41][n:42][c:43]([CH3:46])[cH:44][cH:45]4)[cH:36][cH:37]2)[CH2:22][CH2:23][N:24]3[CH2:25][CH:26]([CH3:27])[CH3:28])[cH:13][cH:14]1.[CH2:66]([Cl:67])[Cl:68].[Cl:48][c:49]1[cH:50][cH:51][cH:52][c:53]([C:54]([O:55][OH:57])=[O:56])[cH:58]1.[Na+:64].[Na+:65].[S:59]([O-:60])([O-:61])(=[O:62])=[S:63]>>[CH2:1]([CH2:2][CH2:3][CH3:4])[O:5][CH2:6][CH2:7][O:8][c:9]1[cH:10][cH:11][c:12](-[c:15]2[cH:16][cH:17][c:18]3[c:19]([cH:47]2)[CH:20]=[C:21]([C:29](=[O:30])[NH:31][c:32]2[cH:33][cH:34][c:35]([S:38]([CH2:39][c:40]4[cH:41][n:42][c:43]([CH3:46])[cH:44][cH:45]4)=[O:56])[cH:36][cH:37]2)[CH2:22][CH2:23][N:24]3[CH2:25][CH:26]([CH3:27])[CH3:28])[cH:13][cH:14]1.